Dataset: the Open Reaction Database (ORD), a public repository of structured organic reaction records. Task: describe an organic reaction: reactants, conditions, products, and yield Procedure: To a solution of 5-bromo-2,4-dichloropyrimidine (14.0 mmol) in methanol (30 ml) is added isobutylamine (28.0 mmol) at room temperature. The mixture is stirred at room temperature for one day and diluted with AcOEt. The organic layer is washed with water and brine, dried over sodium sulfate and concentrated. Chromatography on silica gel (n-hexane and n-hexane:AcOEt=25:1) gives the product in 78% yield. Rf=0.52 (n-hexane:AcOEt=4:1) Run at time 1 day. The yield is 78.0%. Reaction SMILES: [Br:1][C:2]1[C:3](Cl)=[N:4][C:5]([Cl:8])=[N:6][CH:7]=1.[CH2:10]([NH2:14])[CH:11]([CH3:13])[CH3:12].CCCCCC>CO.CCOC(C)=O>[Br:1][C:2]1[C:3]([NH:14][CH2:10][CH:11]([CH3:13])[CH3:12])=[N:4][C:5]([Cl:8])=[N:6][CH:7]=1. Reactants: BrC=1C(=NC(=NC1)Cl)Cl (5-bromo-2,4-dichloropyrimidine), C(C(C)C)N (isobutylamine), CCCCCC (n-hexane). The product is BrC=1C(=NC(=NC1)Cl)NCC(C)C ((5-Bromo-2-chloro-pyrimidin-4-yl)-isobutyl-amine). Run in CCOC(=O)C (AcOEt), CO (methanol), CCOC(=O)C (AcOEt). The reactants are C(C)(=O)C(=O)[C@](O)([C@@](O)([C@@](O)([C@H](O)C)C(C)=O)C(C)=O)C(C)=O (1,2,3,4-tetraacetyl-D-fucose), COC1=CC=C(C=C1)O (p-methoxyphenol), B(F)(F)F.CCOCC (BF3.OEt2). Run in ClCCl (dichloromethane). Conditions: temperature 0 celsius, time 8 hour. Yields the product COC1=CC=C(C=C1)[C@]1([C@@]([C@@]([C@]([C@@](O)(O1)C(C)=O)(O)C(C)=O)(O)C(C)=O)(O)C(C)=O)C (4-methoxyphenyl 1,2,3,4tetraacetyl-α-D-fucose). Yield: 63.7%. Reaction SMILES: [C:1]([C:4]([C@@:6]([C:21](=[O:23])[CH3:22])([C@:8]([C:18](=[O:20])[CH3:19])([C@:10]([C:15](=[O:17])[CH3:16])([C@@H:12]([CH3:14])[OH:13])[OH:11])[OH:9])[OH:7])=[O:5])(=[O:3])[CH3:2].[CH3:24][O:25][C:26]1[CH:31]=[CH:30][C:29](O)=[CH:28][CH:27]=1.B(F)(F)F.CCOCC>ClCCl>[CH3:24][O:25][C:26]1[CH:31]=[CH:30][C:29]([C@:15]2([CH3:16])[O:17][C@:4]([C:1](=[O:3])[CH3:2])([OH:5])[C@:6]([C:21](=[O:23])[CH3:22])([OH:7])[C@@:8]([C:18](=[O:20])[CH3:19])([OH:9])[C@@:10]2([C:12](=[O:13])[CH3:14])[OH:11])=[CH:28][CH:27]=1 |f:2.3|. Reported procedure: D-Fucose (3) (4.95 g, 30.14 mmol) was dissolved in 30 mL of acetic anhydride and 30 mL of pyridine and stirred for 12 h. The solvent was removed in vacuo. Column chromatography (2:1 hexane/EtOAc) yielded 10.15 g (quant.) of 1,2,3,4-tetraacetyl-D-fucose (as a mixture of α-and β-anomer). 1,2,3,4-tetraacetyl-D-fucose (20.0 g, 60.2 mmol) and p-methoxyphenol (MPOH) (10.46 g, 84.3 mmol) were dissolved in 220 mL of dichloromethane and cooled to 0° C. BF3.OEt2 (21.4 g, 19.0 mL, 150.5 mmol) was added and... Product: Cc1cc(S(=O)(=O)Nc2onc(C)c2Br)c(C)o1. RXN SMILES: [Br:1][c:2]1[c:3]([CH3:8])[n:4][o:5][c:6]1[NH2:7].[CH2:22]1[O:23][CH2:24][CH2:25][CH2:26]1.[CH3:11][c:12]1[o:13][c:14]([CH3:21])[cH:15][c:16]1[S:17](=[O:18])(=[O:19])[Cl:20].[H-:10].[Na+:9]>>[Br:1][c:2]1[c:3]([CH3:8])[n:4][o:5][c:6]1[NH:7][S:17]([c:16]1[c:12]([CH3:11])[o:13][c:14]([CH3:21])[cH:15]1)(=[O:18])=[O:19]. Reactants: Cc1noc(N)c1Br, C1CCOC1, Cc1cc(S(=O)(=O)Cl)c(C)o1, [H-], [Na+]. Starting materials: C(C1=CC=CC=C1)OC1=C2CCCC(C2=CC=C1)C(=O)N(C1=CC=C(C=C1)C(C)C)CC=1C=NN(C1)CC(=O)OCC (Ethyl 2-(4-{[N-(5-benzyloxy-1,2,3,4-tetrahydronaphthalen-1-ylcarbonyl)-N-(4-isopropylphenyl)amino]methyl}pyrazol-1-yl)acetate), [Cl-].[Li+] (lithium chloride), [BH4-].[Na+] (sodium borohydride). Run in O1CCCC1.C(C)O (tetrahydrofuran ethanol), solution. Conditions: time 3 hour. Yields the product OC1=C2CCCC(C2=CC=C1)C(=O)N(C1=CC=C(C=C1)C(C)C)CC=1C=NN(C1)CCO (5-hydroxy-N-{[1-(2-hydroxyethyl)pyrazol-4-yl]methyl}-N-(4-isopropylphenyl)-1,2,3,4-tetrahydronaphthalene-1-carboxamide). Isolated yield 32.6%. As a reaction SMILES: C([O:8][C:9]1[CH:18]=[CH:17][CH:16]=[C:15]2[C:10]=1[CH2:11][CH2:12][CH2:13][CH:14]2[C:19]([N:21]([CH2:31][C:32]1[CH:33]=[N:34][N:35]([CH2:37][C:38](OCC)=[O:39])[CH:36]=1)[C:22]1[CH:27]=[CH:26][C:25]([CH:28]([CH3:30])[CH3:29])=[CH:24][CH:23]=1)=[O:20])C1C=CC=CC=1.[Cl-].[Li+].[BH4-].[Na+]>O1CCCC1.C(O)C>[OH:8][C:9]1[CH:18]=[CH:17][CH:16]=[C:15]2[C:10]=1[CH2:11][CH2:12][CH2:13][CH:14]2[C:19]([N:21]([CH2:31][C:32]1[CH:33]=[N:34][N:35]([CH2:37][CH2:38][OH:39])[CH:36]=1)[C:22]1[CH:27]=[CH:26][C:25]([CH:28]([CH3:30])[CH3:29])=[CH:24][CH:23]=1)=[O:20] |f:1.2,3.4,5.6|. Procedure details: Ethyl 2-(4-{[N-(5-benzyloxy-1,2,3,4-tetrahydronaphthalen-1-ylcarbonyl)-N-(4-isopropylphenyl)amino]methyl}pyrazol-1-yl)acetate (1.0 g) was dissolved in tetrahydrofuran:ethanol (1:2) solution (10 mL), and lithium chloride (0.30 g) and sodium borohydride (0.27 g) were added. The mixture was stirred at room temperature for 3 hr. The reaction mixture was partitioned between water and ethyl acetate. The organic layer was washed with saturated brine and dried over magnesium sulfate. The solvent was eva... Starting materials: N1(CCNCC1)C1=CC=C(C=C1)O (4-piperazin-1-ylphenol), C(C)(=O)O (acetic acid), C1(CCCCC1)NC=1C2=C(N=C(N1)N1CCN(CC1)C1=CC=CC=C1)CCS2 (cyclohexyl-[2-(4-phenylpiperazin-1-yl)-6,7-dihydrothieno[3,2-d]pyrimidin-4-yl]amine). The solvent is O (water). Conditions: temperature 180 celsius, time 16 hour. The product is OC1=CC=C(C=C1)N1CCN(CC1)C=1N=C(C2=C(N1)CCS2)O (2-[4-(4-hydroxyphenyl)piperazin-1-yl]-6,7-dihydrothieno[3,2-d]pyrimidin-4-ol). Isolated yield 89.3%. RXN SMILES: [N:1]1([C:7]2[CH:12]=[CH:11][C:10]([OH:13])=[CH:9][CH:8]=2)[CH2:6][CH2:5][NH:4][CH2:3][CH2:2]1.[C:14]([OH:17])(=O)[CH3:15].C1(NC2C3[S:45][CH2:44][CH2:43][C:27]=3[N:28]=[C:29](N3CCN(C4C=CC=CC=4)CC3)[N:30]=2)CCCCC1>O>[OH:13][C:10]1[CH:9]=[CH:8][C:7]([N:1]2[CH2:2][CH2:3][N:4]([C:29]3[N:30]=[C:14]([OH:17])[C:15]4[S:45][CH2:44][CH2:43][C:27]=4[N:28]=3)[CH2:5][CH2:6]2)=[CH:12][CH:11]=1. Procedure: 1.70 g (9.54 mmol) of 4-piperazin-1-ylphenol is placed in 0.55 mL (9.62 mmol) of glacial acetic acid and heated to 180° C. in the heating block. 0.800 g (3.73 mmol) of 2-ethylsulfanyl-6,7-dihydrothieno[3,2-d]pyrimidin-4-ol (I) is added, then the mixture is left to stand for 1.5 hours at 180° C. and 16 hours at ambient temperature. Then the reaction mixture is combined with water and treated in the ultrasound bath. The precipitate is suction filtered, washed, and dried. 1.1 g of product II is obt... The reactants are CC1=NC=2CCC3=C(C2C(N1)=O)C=CC=C3 (1,2,5,6-tetrahydro-3-methyl-1-oxobenzo[f]quinazoline), ClS(=O)(=O)O (chlorosulfonic acid), ice. Run at time 12 hour. Product: CC1=NC=2CCC3=C(C2C(N1)=O)C=C(C=C3)S(=O)(=O)Cl (1,2,5,6-tetrahydro-3-methyl-oxobenzo[f]quinazolin-9-sulfonyl chloride). Yield: 41.0%. As a reaction SMILES: [CH3:1][C:2]1[NH:11][C:10](=[O:12])[C:9]2[C:8]3[CH:13]=[CH:14][CH:15]=[CH:16][C:7]=3[CH2:6][CH2:5][C:4]=2[N:3]=1.[Cl:17][S:18](O)(=[O:20])=[O:19]>>[CH3:1][C:2]1[NH:11][C:10](=[O:12])[C:9]2[C:8]3[CH:13]=[C:14]([S:18]([Cl:17])(=[O:20])=[O:19])[CH:15]=[CH:16][C:7]=3[CH2:6][CH2:5][C:4]=2[N:3]=1. Procedure details: 1,2,5,6-tetrahydro-3-methyl-1-oxobenzo[f]quinazoline (5 g, 0.024 mole) was added to chlorosulfonic acid (50 ml, Aldrich) and stirred for 12 hours at room temperature. The reaction mixture was poured over ice (750 g), and the dark brown solid collected by filtration. The solid was washed with water, suspended in water (500 ml), and the pH of the suspension adjusted to 5.00 by addition of sodium bicarbonate. The suspension was filtered, the product washed with H2O and dried under high vacuum at ro... The reactants are CNOC, CCOC(C)=O, [Cl-], Cl, O=C(O)COc1ccc(F)cc1, [K+], [K+], O=C([O-])[O-]. The product is CON(C)C(=O)COc1ccc(F)cc1. RXN SMILES: [CH3:15][NH:16][O:17][CH3:18].[CH3:25][CH2:26][O:27][C:28](=[O:29])[CH3:30].[Cl-:1].[ClH:14].[F:2][c:3]1[cH:4][cH:5][c:6]([O:7][CH2:8][C:9](=[O:10])[OH:11])[cH:12][cH:13]1.[K+:19].[K+:20].[O-:21][C:22]([O-:23])=[O:24]>>[F:2][c:3]1[cH:4][cH:5][c:6]([O:7][CH2:8][C:9](=[O:11])[N:16]([CH3:15])[O:17][CH3:18])[cH:12][cH:13]1. The reactants are [Ag+], C1CCOC1, COCSc1ccc(C(CC2CCOCC2)C(=O)Nc2nccs2)cc1, CCO, O=[N+]([O-])[O-]. The product is O=C(Nc1nccs1)C(CC1CCOCC1)c1ccc(S)cc1. RXN SMILES: [Ag+:39].[CH2:27]1[O:28][CH2:29][CH2:30][CH2:31]1.[CH3:1][O:2][CH2:3][S:4][c:5]1[cH:6][cH:7][c:8]([CH:11]([C:12](=[O:13])[NH:14][c:15]2[s:16][cH:17][cH:18][n:19]2)[CH2:20][CH:21]2[CH2:22][CH2:23][O:24][CH2:25][CH2:26]2)[cH:9][cH:10]1.[CH3:32][CH2:33][OH:34].[N+:35]([O-:36])([O-:37])=[O:38]>>[SH:4][c:5]1[cH:6][cH:7][c:8]([CH:11]([C:12](=[O:13])[NH:14][c:15]2[s:16][cH:17][cH:18][n:19]2)[CH2:20][CH:21]2[CH2:22][CH2:23][O:24][CH2:25][CH2:26]2)[cH:9][cH:10]1. Starting materials: CCOC(=O)CCCBr, [K+], [K+], O=C([O-])[O-], CN(C)C=O, O, c1ccc(-c2cn[nH]c2)cc1. Yields the product CCOC(=O)CCCn1cc(-c2ccccc2)cn1. As a reaction SMILES: [Br:1][CH2:2][CH2:3][CH2:4][C:5](=[O:6])[O:7][CH2:8][CH3:9].[K+:21].[K+:22].[O-:23][C:24]([O-:25])=[O:26].[O:27]=[CH:28][N:29]([CH3:30])[CH3:31].[OH2:32].[c:10]1(-[c:16]2[cH:17][n:18][nH:19][cH:20]2)[cH:11][cH:12][cH:13][cH:14][cH:15]1>>[CH2:2]([CH2:3][CH2:4][C:5](=[O:6])[O:7][CH2:8][CH3:9])[n:19]1[n:18][cH:17][c:16](-[c:10]2[cH:11][cH:12][cH:13][cH:14][cH:15]2)[cH:20]1.